This data is from the Open Reaction Database (ORD), a public repository of structured organic reaction records. The task is: describe an organic reaction: reactants, conditions, products, and yield RXN SMILES: O=[C:2]1[CH2:7][CH2:6][N:5]([C:8]([O:10][C:11]([CH3:14])([CH3:13])[CH3:12])=[O:9])[CH2:4][CH2:3]1.[CH:15]1[CH:20]=[CH:19][C:18]([CH2:21][CH2:22][NH2:23])=[CH:17][CH:16]=1.[SH:24][CH:25]([CH2:29][C:30]([OH:32])=[O:31])[C:26](O)=[O:27].C(OCC)(=O)C>C1(C)C=CC=CC=1>[C:11]([O:10][C:8]([N:5]1[CH2:6][CH2:7][C:2]2([S:24][CH:25]([CH2:29][C:30]([OH:32])=[O:31])[C:26](=[O:27])[N:23]2[CH2:22][CH2:21][C:18]2[CH:19]=[CH:20][CH:15]=[CH:16][CH:17]=2)[CH2:3][CH2:4]1)=[O:9])([CH3:14])([CH3:13])[CH3:12]. Run at time 30 minute. Solvent: C1(=CC=CC=C1)C (toluene). Product: C(C)(C)(C)OC(=O)N1CCC2(N(C(C(S2)CC(=O)O)=O)CCC2=CC=CC=C2)CC1 (2-[8-(tert-butoxycarbonyl)-3-oxo-4-phenethyl-1-thia-4,8-diazaspiro[4.5]decan-2-yl]-acetic acid). Procedure: In 200 ml of toluene were dissolved 20.00 g of tert-butyl 4-oxo-1-piperidinecarboxylate and 12.6 ml of β-phenethylamine. After stirring the resulting solution at ambient temperature for 30 minutes, 15.07 g of mercaptosuccinic acid was added, and the resulting mixture was subjected to an azeotropic distillation treatment under reflux for 6 hours. The reaction mixture was poured into a mixture of ice water and ethyl acetate, and the organic layer was separated. The organic layer was washed success... Reactants: ice water, C(C)(=O)OCC (ethyl acetate), SC(C(=O)O)CC(=O)O (mercaptosuccinic acid), O=C1CCN(CC1)C(=O)OC(C)(C)C (tert-butyl 4-oxo-1-piperidinecarboxylate), C1=CC=C(C=C1)CCN (β-phenethylamine).